Dataset: the Open Reaction Database (ORD), a public repository of structured organic reaction records. Task: describe an organic reaction: reactants, conditions, products, and yield The reactants are C(C)(=O)N=C1SC(=CN1C1=CC(=C(C=C1)F)C(F)(F)F)C (2-acetylimino-3-(3-trifluoromethyl-4-fluorophenyl)-5-methylthiazoline), Cl (hydrochloric acid). Run in C(C)O.O (ethanol water). Yields the product Cl.FC(C=1C=C(C=CC1F)N1C(SC(=C1)C)=N)(F)F (3-(3-trifluoromethyl-4-fluorophenyl)-5-methyl-2-iminothiazoline hydrochloride). As a reaction SMILES: C([N:4]=[C:5]1[N:9]([C:10]2[CH:15]=[CH:14][C:13]([F:16])=[C:12]([C:17]([F:20])([F:19])[F:18])[CH:11]=2)[CH:8]=[C:7]([CH3:21])[S:6]1)(=O)C.[ClH:22]>C(O)C.O>[ClH:22].[F:19][C:17]([F:18])([F:20])[C:12]1[CH:11]=[C:10]([N:9]2[CH:8]=[C:7]([CH3:21])[S:6][C:5]2=[NH:4])[CH:15]=[CH:14][C:13]=1[F:16] |f:2.3,4.5|. Procedure details: A mixture of 2-acetylimino-3-(3-trifluoromethyl-4-fluorophenyl)-5-methylthiazoline (3.5 g) and hydrochloric acid (36%, 3.5 ml) in ethanol-water (35 ml) was refluxed for 3 hours. After cooling, the solvent was removed under reduced pressure, and the residue was isolated and washed with a little amount of iso-propanol and hexane to give 2.8 g of 3-(3-trifluoromethyl-4-fluorophenyl)-5-methyl-2-iminothiazoline hydrochloride (compound (i)). The reactants are ClC=1C=C(C=CC1F)NC1=C(C=NC2=CC(=C(C=C12)NC(C=CCBr)=O)OC)C#N (4-bromo-but-2-enoic acid[4-(3-chloro-4-fluoro-phenylamino)-3-cyano-7-methoxy-quinolin-6-yl]-amide), C[C@@H]1N[C@@H](CCC1)C (cis-2,6-dimethylpiperidine). The solvent is CN(C=O)C (dimethylformamide), C([O-])(O)=O.[Na+] (sodium bicarbonate). Reaction conditions: time 3 hour. The product is ClC=1C=C(C=CC1F)NC1=C(C=NC2=CC(=C(C=C12)NC(C=CCN1C(CCCC1C)C)=O)OC)C#N (4-(2,6-Dimethyl-piperidin-1-yl)-but-2-enoic Acid[4-(3-chloro-4-fluoro-phenylamino)-3-cyano-7-methoxy-quinolin-6-yl]-amide). Isolated yield 64.0%. As a reaction SMILES: [Cl:1][C:2]1[CH:3]=[C:4]([NH:9][C:10]2[C:19]3[C:14](=[CH:15][C:16]([O:27][CH3:28])=[C:17]([NH:20][C:21](=[O:26])[CH:22]=[CH:23][CH2:24]Br)[CH:18]=3)[N:13]=[CH:12][C:11]=2[C:29]#[N:30])[CH:5]=[CH:6][C:7]=1[F:8].[CH3:31][C@H:32]1[CH2:37][CH2:36][CH2:35][C@@H:34]([CH3:38])[NH:33]1>CN(C)C=O.C(=O)(O)[O-].[Na+]>[Cl:1][C:2]1[CH:3]=[C:4]([NH:9][C:10]2[C:19]3[C:14](=[CH:15][C:16]([O:27][CH3:28])=[C:17]([NH:20][C:21](=[O:26])[CH:22]=[CH:23][CH2:24][N:33]4[CH:34]([CH3:38])[CH2:35][CH2:36][CH2:37][CH:32]4[CH3:31])[CH:18]=3)[N:13]=[CH:12][C:11]=2[C:29]#[N:30])[CH:5]=[CH:6][C:7]=1[F:8] |f:3.4|. Reported procedure: A mixture of 250 mg (0.51 mmol) of 4-bromo-but-2-enoic acid[4-(3-chloro-4-fluoro-phenylamino)-3-cyano-7-methoxy-quinolin-6-yl]-amide, and 137 μL (1.02 mmol) of cis-2,6-dimethylpiperidine in 2.25 ml dimethylformamide was stirred at room temperature for 3 hr. The reaction mixture was diluted with saturated sodium bicarbonate solution and extracted with ethyl acetate. The extracts were evaporated to an oil, washed with hexane and dried under reduced pressure to yield 170.4 mg (64%) tan solid: mp 12... Reactants: CC(CCN1C(=O)c2ccccc2C1=O)c1ccc(-c2ccc(Cl)cc2)cc1, CCO, NN, O, O. The product is CC(CCN)c1ccc(-c2ccc(Cl)cc2)cc1. As a reaction SMILES: [C:1]1(=[O:2])[N:5]([CH2:6][CH2:7][CH:8]([CH3:9])[c:10]2[cH:11][cH:12][c:13](-[c:16]3[cH:17][cH:18][c:19]([Cl:22])[cH:20][cH:21]3)[cH:14][cH:15]2)[C:3](=[O:4])[c:23]2[cH:24][cH:25][cH:26][cH:27][c:28]21.[CH3:33][CH2:34][OH:35].[NH2:30][NH2:31].[OH2:29].[OH2:32]>>[NH2:5][CH2:6][CH2:7][CH:8]([CH3:9])[c:10]1[cH:11][cH:12][c:13](-[c:16]2[cH:17][cH:18][c:19]([Cl:22])[cH:20][cH:21]2)[cH:14][cH:15]1. Starting materials: O.NN (hydrazine monohydrate), CC1=CC(=NC(=C1)C)NC(=S)C1=NC=CN=C1 (N-(4,6-DIMETHYL-2-PYRIDYL)-2-PYRAZINETHIOCARBOXAMIDE), ice water. Run in C(C)O (ethanol). Run at time 30 minute. The product is CC1=CC(=NC(=C1)C)NC(C1=NC=CN=C1)=NN (N-(4,6-DIMETHYL-2-PYRIDYL)-2-PYRAZINECARBOXAMIDE HYDRAZONE). As a reaction SMILES: [CH3:1][C:2]1[CH:7]=[C:6]([CH3:8])[N:5]=[C:4]([NH:9][C:10]([C:12]2[CH:17]=[N:16][CH:15]=[CH:14][N:13]=2)=S)[CH:3]=1.O.[NH2:19][NH2:20]>C(O)C>[CH3:1][C:2]1[CH:7]=[C:6]([CH3:8])[N:5]=[C:4]([NH:9][C:10](=[N:19][NH2:20])[C:12]2[CH:17]=[N:16][CH:15]=[CH:14][N:13]=2)[CH:3]=1 |f:1.2|. Procedure details: To 1 g of compound of Example 24 dissolved in 30 ml of ethanol is added 0.6 ml of hydrazine monohydrate and the mixture is left stirring for 30 minutes at room temperature. The reaction medium is then poured into ice-water. It is stirred vigorously for 20 minutes. The mixture is filtered and dried and the residue is recrystallized from isopropyl ether. Reactants: C1(=CC=CC=C1)C1(C2=CC=CC=C2OC=2C=CC=CC12)O (9-phenyl-9H-xanthen-9-ol), COC([C@H](NC(=O)OCC1C2=CC=CC=C2C=2C=CC=CC12)CO)=O (Nα -(9-fluorenylmethoxycarbonyl)-D-serine methyl ester). Product: C1(=CC=CC=C1)C1(C2=CC=CC=C2OC=2C=CC=CC12)OC[C@@H](N)C(=O)O (O-(9-Phenyl-9H-xanthen-9-yl)-D-serine). As a reaction SMILES: [C:1]1([C:7]2([OH:21])[C:20]3[CH:19]=[CH:18][CH:17]=[CH:16][C:15]=3[O:14][C:13]3[C:8]2=[CH:9][CH:10]=[CH:11][CH:12]=3)[CH:6]=[CH:5][CH:4]=[CH:3][CH:2]=1.C[O:23][C:24](=[O:46])[C@@H:25]([CH2:44]O)[NH:26]C(OCC1C2C=CC=CC=2C2C1=CC=CC=2)=O>>[C:1]1([C:7]2([O:21][CH2:44][C@H:25]([C:24]([OH:46])=[O:23])[NH2:26])[C:8]3[CH:9]=[CH:10][CH:11]=[CH:12][C:13]=3[O:14][C:15]3[C:20]2=[CH:19][CH:18]=[CH:17][CH:16]=3)[CH:2]=[CH:3][CH:4]=[CH:5][CH:6]=1. Procedure: from 9-phenyl-9H-xanthen-9-ol (Example 1f) and Nα -(9-fluorenylmethoxycarbonyl)-D-serine methyl ester; Starting materials: CC(C)(C)OC(=O)CCC(NC(=O)OCc1ccccc1)c1nnn[nH]1, CCO. The product is CC(C)(C)OC(=O)CCC(N)c1nnn[nH]1. As a reaction SMILES: [CH2:1]([O:2][C:3](=[O:4])[NH:11][CH:12]([CH2:13][CH2:14][C:15](=[O:16])[O:17][C:18]([CH3:19])([CH3:20])[CH3:21])[c:22]1[n:23][n:24][n:25][nH:26]1)[c:5]1[cH:6][cH:7][cH:8][cH:9][cH:10]1.[CH3:27][CH2:28][OH:29]>>[NH2:11][CH:12]([CH2:13][CH2:14][C:15](=[O:16])[O:17][C:18]([CH3:19])([CH3:20])[CH3:21])[c:22]1[n:23][n:24][n:25][nH:26]1.